This data is from the Open Reaction Database (ORD), a public repository of structured organic reaction records. The task is: describe an organic reaction: reactants, conditions, products, and yield The product is OCC(=O)NC(C(=O)[O-])C(=O)[O-].[Na+].[Na+] (disodium 2-[(hydroxyacetyl)amino]malonate). Reported procedure: Diethyl 2-[(hydroxyacetyl)amino]malonate (0.56 g) is dissolved in 1N aqueous sodium hydroxide (5 ml), and the mixture is reacted at room temperature for 10 hours, and thereafter, the reaction mixture is concentrated under reduced pressure. The residue is washed with methanol to give disodium 2-[(hydroxyacetyl)amino]malonate (0.51 g). Starting materials: OCC(=O)NC(C(=O)OCC)C(=O)OCC (Diethyl 2-[(hydroxyacetyl)amino]malonate), [OH-].[Na+] (sodium hydroxide). RXN SMILES: [OH:1][CH2:2][C:3]([NH:5][CH:6]([C:12]([O:14]CC)=[O:13])[C:7]([O:9]CC)=[O:8])=[O:4].[OH-].[Na+:18]>>[OH:1][CH2:2][C:3]([NH:5][CH:6]([C:12]([O-:14])=[O:13])[C:7]([O-:9])=[O:8])=[O:4].[Na+:18].[Na+:18] |f:1.2,3.4.5|. The reactants are CN(C)C=O, CN(C(=O)OC(C)(C)C)c1cc(Cl)ccc1[N+](=O)[O-], [H-], Oc1ccccc1N1CCCC1, [Na+]. Product: CN(C(=O)OC(C)(C)C)c1cc(Oc2ccccc2N2CCCC2)ccc1[N+](=O)[O-]. Reaction SMILES: [CH3:34][N:35]([CH3:36])[CH:37]=[O:38].[Cl:13][c:14]1[cH:15][cH:16][c:17]([N+:29](=[O:30])[O-:31])[c:18]([N:20]([C:21]([O:22][C:23]([CH3:24])([CH3:25])[CH3:26])=[O:27])[CH3:28])[cH:19]1.[H-:32].[N:1]1([c:6]2[c:7]([OH:12])[cH:8][cH:9][cH:10][cH:11]2)[CH2:2][CH2:3][CH2:4][CH2:5]1.[Na+:33]>>[N:1]1([c:6]2[c:7]([O:12][c:14]3[cH:15][cH:16][c:17]([N+:29](=[O:30])[O-:31])[c:18]([N:20]([C:21]([O:22][C:23]([CH3:24])([CH3:25])[CH3:26])=[O:27])[CH3:28])[cH:19]3)[cH:8][cH:9][cH:10][cH:11]2)[CH2:2][CH2:3][CH2:4][CH2:5]1. Reactants: NC=1C(=NC=CN1)C#N (3-amino-2-pyrazinecarbonitrile), CC(=O)C.C(C)O (acetone ethanol), CC1=CC=C(OCC(=N)N)C=C1 (2-(4-methylphenoxy)acetamidine), 661f. The solvent is C(C)O (ethanol). Product: NC1=NC(=NC2=NC=CN=C12)COC1=CC=C(C=C1)C (4-Amino-2-[(4-methylphenoxy)methyl]pteridine). As a reaction SMILES: [NH2:1][C:2]1[C:3]([C:8]#[N:9])=[N:4][CH:5]=[CH:6][N:7]=1.[CH3:10][C:11]1[CH:21]=[CH:20][C:14]([O:15][CH2:16][C:17](N)=[NH:18])=[CH:13][CH:12]=1.CC(C)=O.C(O)C>C(O)C>[NH2:9][C:8]1[C:3]2[C:2](=[N:7][CH:6]=[CH:5][N:4]=2)[N:1]=[C:17]([CH2:16][O:15][C:14]2[CH:20]=[CH:21][C:11]([CH3:10])=[CH:12][CH:13]=2)[N:18]=1 |f:2.3|. Reported procedure: Obtained using the procedure described in section c of Example 2, starting with 6.9 g (0.057 mole) of 3-amino-2-pyrazinecarbonitrile and 14.1 g (0.086 mole) of 2-(4-methylphenoxy)acetamidine [prepared according to C. Djerassi and C. R. Scholz, U.S. Pat. No. 2,517,468; C.A. 1951, 45, 661f] in 350 ml of absolute ethanol. Refluxing time: 2 hours. Yld: 2.6 g (17%), m.p. 225°-227° C. (acetone/ethanol).